Dataset: the Open Reaction Database (ORD), a public repository of structured organic reaction records. Task: describe an organic reaction: reactants, conditions, products, and yield Starting materials: CC(=O)O, CO, CCN, O, O=S(=O)(F)c1nc[nH]n1. Product: CCNS(=O)(=O)c1nc[nH]n1. RXN SMILES: [CH3:14][C:15](=[O:16])[OH:17].[CH3:18][OH:19].[CH3:1][CH2:2][NH2:3].[OH2:13].[nH:4]1[n:5][c:6]([S:9](=[O:10])(=[O:11])[F:12])[n:7][cH:8]1>>[CH3:1][CH2:2][NH:3][S:9]([c:6]1[n:5][nH:4][cH:8][n:7]1)(=[O:10])=[O:11]. Reactants: COC(=O)c1cc(Oc2nc3c(F)c(-c4ccc5c(ccn5C)c4)c(F)cc3n2Cc2ccc(-c3ccccc3)cc2)ccc1C, C1=CCCC=C1. Yields the product COC(=O)c1cc(Oc2nc3c(F)c(-c4ccc5c(ccn5C)c4)c(F)cc3[nH]2)ccc1C. Reaction SMILES: [CH3:1][O:2][C:3]([c:4]1[c:5]([CH3:45])[cH:6][cH:7][c:8]([O:10][c:11]2[n:12][c:13]3[c:14]([n:15]2[CH2:16][c:17]2[cH:18][cH:19][c:20](-[c:21]4[cH:22][cH:23][cH:24][cH:25][cH:26]4)[cH:27][cH:28]2)[cH:29][c:30]([F:44])[c:31](-[c:34]2[cH:35][c:36]4[cH:37][cH:38][n:39]([CH3:43])[c:40]4[cH:41][cH:42]2)[c:32]3[F:33])[cH:9]1)=[O:46].[CH:47]1=[CH:52][CH:51]=[CH:50][CH2:49][CH2:48]1>>[CH3:1][O:2][C:3]([c:4]1[c:5]([CH3:45])[cH:6][cH:7][c:8]([O:10][c:11]2[n:12][c:13]3[c:14]([nH:15]2)[cH:29][c:30]([F:44])[c:31](-[c:34]2[cH:35][c:36]4[cH:37][cH:38][n:39]([CH3:43])[c:40]4[cH:41][cH:42]2)[c:32]3[F:33])[cH:9]1)=[O:46].